From a dataset of the Open Reaction Database (ORD), a public repository of structured organic reaction records. describe an organic reaction: reactants, conditions, products, and yield The reactants are O1C(CN2C(=NC=C2)[N+](=O)[O-])C1 (1-(2,3-epoxypropyl)-2-nitroimidazole), C (charcoal), [Br-].BrCCC[NH3+] (3-bromopropylammonium bromide), [OH-].[Na+] (sodium hydroxide). Run in C(C)O (ethanol), C(C)OCC (diethyl ether). Conditions: temperature 20 celsius, time 1 hour. Product: Br.[N+](=O)([O-])C=1N(C=CN1)CC(CNCCCBr)O (1-(2-nitro-1-imidazolyl)-3-(3-bromopropylamino)-2-propanol hydrobromide). The yield is 119.6%. Reaction SMILES: [Br-].[Br:2][CH2:3][CH2:4][CH2:5][NH3+:6].[OH-].[Na+].[O:9]1[CH2:20][CH:10]1[CH2:11][N:12]1[CH:16]=[CH:15][N:14]=[C:13]1[N+:17]([O-:19])=[O:18].C>C(O)C.C(OCC)C>[BrH:2].[N+:17]([C:13]1[N:12]([CH2:11][CH:10]([OH:9])[CH2:20][NH:6][CH2:5][CH2:4][CH2:3][Br:2])[CH:16]=[CH:15][N:14]=1)([O-:19])=[O:18] |f:0.1,2.3,8.9|. Procedure details: A solution containing 3-bromopropylammonium bromide (6.47 g, 29.6 mmol) and sodium hydroxide (1.18 g, 29.5 mmol) in ethanol (40 cm3) was stirred at 20° C.; after 1 hour, diethyl ether (40 cm3) was added and the mixture filtered. 1-(2,3-epoxypropyl)-2-nitroimidazole (5.00 g, 29.6 mmol) was added to the filtrate and the solution heated to reflux for 45 minutes. The reaction mixture was then treated with decolourising charcoal (0.5 g), filtered, concentrated under reduced pressure and treated with ... The reactants are CCOC(=O)c1cncnc1OC(C)(C)C, O=C([O-])C(O)C(O)C(=O)[O-], CC(C)C[AlH]CC(C)C, Cc1ccccc1, CCOC(C)=O, [K+], [Na+], O. Product: CC(C)(C)Oc1ncncc1C=O. RXN SMILES: [C:1]([CH3:2])([CH3:3])([CH3:4])[O:5][c:6]1[n:7][cH:8][n:9][cH:10][c:11]1[C:12](=[O:13])[O:14][CH2:15][CH3:16].[C:26]([CH:27]([CH:28]([C:29]([O-:30])=[O:31])[OH:32])[OH:33])([O-:34])=[O:35].[CH3:17][CH:18]([CH2:19][AlH:20][CH2:21][CH:22]([CH3:23])[CH3:24])[CH3:25].[CH3:39][c:40]1[cH:41][cH:42][cH:43][cH:44][cH:45]1.[CH3:46][CH2:47][O:48][C:49](=[O:50])[CH3:51].[K+:37].[Na+:36].[OH2:38]>>[C:1]([CH3:2])([CH3:3])([CH3:4])[O:5][c:6]1[n:7][cH:8][n:9][cH:10][c:11]1[CH:12]=[O:13]. Reactants: C(=O)([O-])[O-].[Na+].[Na+] (Na2CO3), CC1=C(C=NN1)B1OC(C(O1)(C)C)(C)C (5-methyl-4-(4,4,5,5-tetramethyl-[1,3,2]dioxaborolan-2-yl)-1H-pyrazole), CN1CCN(CC1)C1=CC=C(C=C1)NC=1C=2N(C(=CN1)C=1C=C(SC1)C(=O)N)N=CN2 (4-{8-[4-(4-Methyl-piperazin-1-yl)-phenylamino]-[1,2,4]triazolo[1,5-a]pyrazin-5-yl}-thiophene-2-carboxylic acid amide), BrC1=CN=C(C=2N1N=CN2)NC2=CC=C(C=C2)N2CCOCC2 ((5-bromo-[1,2,4]triazolo[1,5-a]pyrazin-8-yl)-(4-morpholin-4-yl-phenyl)-amine). Reagents/catalysts: C=1C=CC(=CC1)[P](C=2C=CC=CC2)(C=3C=CC=CC3)[Pd]([P](C=4C=CC=CC4)(C=5C=CC=CC5)C=6C=CC=CC6)([P](C=7C=CC=CC7)(C=8C=CC=CC8)C=9C=CC=CC9)[P](C=1C=CC=CC1)(C=1C=CC=CC1)C=1C=CC=CC1 (Pd(PPh3)4). Solvent: O1CCOCC1 (dioxane). Yields the product N (NH3), CC1=C(C=NN1)C1=CN=C(C=2N1N=CN2)NC2=CC=C(C=C2)N2CCOCC2 (5-(5-Methyl-1H-pyrazol-4-yl)-N-(4-morpholinophenyl)-[1,2,4]triazolo[1,5-a]pyrazin-8-amine). Yield: 7.5%. As a reaction SMILES: C[N:2]1CCN(C2C=CC(NC3C4[N:17]([N:29]=[CH:30]N=4)[C:18]([C:21]4C=C(C(N)=O)SC=4)=[CH:19]N=3)=CC=2)CC1.Br[C:33]1[N:38]2[N:39]=[CH:40][N:41]=[C:37]2[C:36]([NH:42][C:43]2[CH:48]=[CH:47][C:46]([N:49]3[CH2:54][CH2:53][O:52][CH2:51][CH2:50]3)=[CH:45][CH:44]=2)=[N:35][CH:34]=1.CC1NN=CC=1B1OC(C)(C)C(C)(C)O1.C([O-])([O-])=O.[Na+].[Na+]>O1CCOCC1.C1C=CC([P]([Pd]([P](C2C=CC=CC=2)(C2C=CC=CC=2)C2C=CC=CC=2)([P](C2C=CC=CC=2)(C2C=CC=CC=2)C2C=CC=CC=2)[P](C2C=CC=CC=2)(C2C=CC=CC=2)C2C=CC=CC=2)(C2C=CC=CC=2)C2C=CC=CC=2)=CC=1>[NH3:2].[CH3:19][C:18]1[NH:17][N:29]=[CH:30][C:21]=1[C:33]1[N:38]2[N:39]=[CH:40][N:41]=[C:37]2[C:36]([NH:42][C:43]2[CH:48]=[CH:47][C:46]([N:49]3[CH2:54][CH2:53][O:52][CH2:51][CH2:50]3)=[CH:45][CH:44]=2)=[N:35][CH:34]=1 |f:3.4.5,^1:85,87,106,125|. Procedure details: This compound may be prepared using methods as described for Compound 6, step 4 using (5-bromo-[1,2,4]triazolo[1,5-a]pyrazin-8-yl)-(4-morpholin-4-yl-phenyl)-amine (0.2 g, 0.53 mmol), 5-methyl-4-(4,4,5,5-tetramethyl-[1,3,2]dioxaborolan-2-yl)-1H-pyrazole (222 mg, 1.06 mmol), and Pd(PPh3)4 (0.154 mg, 0.134 mmol) in 1.5M Na2CO3 (aq) (2.84 mL, 4.26 mmol) and dioxane (8.5 mL). The reaction mixture is purified by silica gel column chromatography using 98:2 and 97:3 DCM:NH3 (7M in MeOH) to give the titl... The product is BrCCCCCCN1C(C2=CC=CC=3C2=C(C1=O)C=CC3)=O (2-(6-bromohexyl)-1H-benz[de]isoquinoline-1,3(2H)-dione). Procedure: Following the procedure of part (a) of example 46 but substituting 1,6-dibromohexane for the 1,4-dibromobutane, one obtains 2-(6-bromohexyl)-1H-benz[de]isoquinoline-1,3(2H)-dione; m.p. 95°-96°. Reaction SMILES: Cl.N1C=CC=CC=1N1CCN(CC[CH2:16][CH2:17][N:18]2[C:27](=[O:28])[C:26]3[CH:29]=[CH:30][CH:31]=[C:24]4[C:25]=3[C:20](=[CH:21][CH:22]=[CH:23]4)[C:19]2=[O:32])CC1.[Br:33][CH2:34][CH2:35][CH2:36][CH2:37]CCBr.BrCCCCBr>>[Br:33][CH2:34][CH2:35][CH2:36][CH2:37][CH2:16][CH2:17][N:18]1[C:19](=[O:32])[C:20]2[CH:21]=[CH:22][CH:23]=[C:24]3[C:25]=2[C:26](=[CH:29][CH:30]=[CH:31]3)[C:27]1=[O:28] |f:0.1|. Starting materials: Cl.N1=C(C=CC=C1)N1CCN(CC1)CCCCN1C(C2=CC=CC=3C2=C(C1=O)C=CC3)=O (2-[4-[4-(2-Pyridinyl)-1-piperazinyl]butyl]-1H-benz[de]-isoquinoline-1,3-(2H)-dione, hydrochloride), BrCCCCCCBr (1,6-dibromohexane), BrCCCCBr (1,4-dibromobutane). Product: C(C)N1C=C(C(C2=CC(=C(C=C12)N1CC(CC1)CNCC)F)=O)C(=O)O (1-ethyl-7-[3-[(ethylamino)methyl]-1-pyrrolidinyl]-6-fluoro-1,4-dihydro-4-oxo-3-quinolinecarboxylic acid). Isolated yield 51.7%. Run in [OH-].[NH4+] (ammonium hydroxide). RXN SMILES: Cl[C:2]1[CH:11]=[C:10]2[C:5]([C:6](=[O:17])[C:7]([C:14]([OH:16])=[O:15])=[CH:8][N:9]2[CH2:12][CH3:13])=[CH:4][C:3]=1[F:18].N1C=CC=C(C)C=1.[CH2:26]([NH:28][CH2:29][CH:30]1[CH2:34][CH2:33][NH:32][CH2:31]1)[CH3:27]>[OH-].[NH4+]>[CH2:12]([N:9]1[C:10]2[C:5](=[CH:4][C:3]([F:18])=[C:2]([N:32]3[CH2:33][CH2:34][CH:30]([CH2:29][NH:28][CH2:26][CH3:27])[CH2:31]3)[CH:11]=2)[C:6](=[O:17])[C:7]([C:14]([OH:16])=[O:15])=[CH:8]1)[CH3:13] |f:3.4|. Reported procedure: A mixture of 2.70 g (10.0 mmole) of 7-chloro-1-ethyl-6-fluoro-1,4-dihydro-4-oxo-3-quinolinecarboxylic acid, 60 ml of β-picoline and 3.85 g (30.0 mmole) of N-ethyl-3-pyrrolidinemethanamine were refluxed overnight. Reaction mixture was cooled to room temperature, 100 ml concentrated ammonium hydroxide added, and the solvents removed at reduced pressure. A solution of 200 ml dichloromethane/ether (1:3) was added. The resulting precipitate was filtered, washed with ethanol/ether (1:3) and finally wi... Reactants: ClC1=C(C=C2C(C(=CN(C2=C1)CC)C(=O)O)=O)F (7-chloro-1-ethyl-6-fluoro-1,4-dihydro-4-oxo-3-quinolinecarboxylic acid), N1=CC(=CC=C1)C (β-picoline), C(C)NCC1CNCC1 (N-ethyl-3-pyrrolidinemethanamine).